Dataset: the Open Reaction Database (ORD), a public repository of structured organic reaction records. Task: describe an organic reaction: reactants, conditions, products, and yield The reactants are BrC=1C=NC=2C3=C(C=NC2C1)N=C(N3CC(C)C)COCC (7-bromo-2-(ethoxymethyl)-1-(2-methylpropyl)-1H-imidazo[4,5-c][1,5]naphthyridine), N1C(CCC1)=O (2-pyrrolidinone), BrC=1C=CC=2C3=C(C=NC2C1)N=C(N3CCCOC(C)C)COCC (7-bromo-2-(ethoxymethyl)-1-(3-isopropoxypropyl)-1H-imidazo[4,5-c]quinoline), O1C(NCC1)=O (2-oxazolidinone). Product: NC1=NC=2C=C(C=NC2C2=C1N=C(N2CC(C)C)COCC)N2C(OCC2)=O (3-[4-amino-2-ethoxymethyl-1-(2-methylpropyl)-1H-imidazo[4,5-c][1,5]naphthyridin-7-yl]-1,3-oxazolidin-2-one). Reaction SMILES: Br[C:2]1[CH:3]=[N:4][C:5]2[C:6]3[N:14]([CH2:15][CH:16]([CH3:18])[CH3:17])[C:13]([CH2:19][O:20][CH2:21][CH3:22])=[N:12][C:7]=3[CH:8]=[N:9][C:10]=2[CH:11]=1.BrC1C=CC2C3N(CCCOC(C)C)C(COCC)=NC=3C=[N:31]C=2C=1.[O:48]1[CH2:52][CH2:51][NH:50][C:49]1=[O:53].N1CCCC1=O>>[NH2:31][C:8]1[C:7]2[N:12]=[C:13]([CH2:19][O:20][CH2:21][CH3:22])[N:14]([CH2:15][CH:16]([CH3:18])[CH3:17])[C:6]=2[C:5]2[N:4]=[CH:3][C:2]([N:50]3[CH2:51][CH2:52][O:48][C:49]3=[O:53])=[CH:11][C:10]=2[N:9]=1. Procedure: The general methods described in Parts A and B of Example 2 were followed using 7-bromo-2-(ethoxymethyl)-1-(2-methylpropyl)-1H-imidazo[4,5-c][1,5]naphthyridine in lieu of 7-bromo-2-(ethoxymethyl)-1-(3-isopropoxypropyl)-1H-imidazo[4,5-c]quinoline and 2-oxazolidinone in lieu of 2-pyrrolidinone. The product, 3-[4-amino-2-ethoxymethyl-1-(2-methylpropyl)-1H-imidazo[4,5-c][1,5]naphthyridin-7-yl]-1,3-oxazolidin-2-one (0.125 g) was isolated as an white solid with yellow tinge, m.p. 174-176.5° C.